From a dataset of the Open Reaction Database (ORD), a public repository of structured organic reaction records. describe an organic reaction: reactants, conditions, products, and yield Reactants: FC=1C=C(N)C=CC1SC#N (3-Fluoro-4-thiocyanoaniline), C(C)(=O)NC[C@H]1CN(C(O1)=O)C1=CC(=C(C=C1)SC(C1=CC=CC=C1)(C1=CC=CC=C1)C1=CC=CC=C1)F (5-(S)-acetamidomethyl-3-[4′-(triphenylmethyl)thio-3′-fluorophenyl]-oxazolidine-2-one), BrCCCl (1-bromo-2-chloroethane). Run in CN1C(CCC1)=O (N-methylpyrrolidine-2-one). Reaction conditions: time 2 hour. Yields the product C(C)(=O)NC[C@H]1CN(C(O1)=O)C1=CC(=C(C=C1)SCCCl)F (5-(S)-Acetamidomethyl-3-[4′-(2″-chloroethyl)thio-3′-fluorophenyl]oxazolidi-ne-2-one). As a reaction SMILES: FC1C=C(C=CC=1SC#N)N.[C:12]([NH:15][CH2:16][C@@H:17]1[O:21][C:20](=[O:22])[N:19]([C:23]2[CH:28]=[CH:27][C:26]([S:29][C:30](C3C=CC=CC=3)(C3C=CC=CC=3)[C:31]3C=CC=CC=3)=[C:25]([F:49])[CH:24]=2)[CH2:18]1)(=[O:14])[CH3:13].BrCC[Cl:53]>CN1CCCC1=O>[C:12]([NH:15][CH2:16][C@@H:17]1[O:21][C:20](=[O:22])[N:19]([C:23]2[CH:28]=[CH:27][C:26]([S:29][CH2:30][CH2:31][Cl:53])=[C:25]([F:49])[CH:24]=2)[CH2:18]1)(=[O:14])[CH3:13]. Procedure details: Prepared according to the General Procedure for Preparation of 5-(S)-(N-Acylaminomethyl)-3-[4′-(substituted)thio-3′-fluorophenyl]oxazolidine-2-ones (Example 6) from 5-(S)-acetamidomethyl-3-[4′-(triphenylmethyl)thio-3′-fluorophenyl]-oxazolidine-2-one with 1-bromo-2-chloroethane (0.055 g, 0.38 mmol) in N-methylpyrrolidine-2-one (1 mL). The synthesis was performed at r.t. for 2 h. The crude product was purified by TLC (eluent: 10% methanol in dichloromethane). Yield 0.047 g (72%). MS (m/z): 347 [M+... Starting materials: C(=O)(N1C=NC=C1)N1C=NC=C1 (1,1′-carbonyldiimidazole), N1=CC=C(C=C1)SCC(=O)O ((pyridin-4-ylsulfanyl)-acetic acid), FC(C(=O)[O-])(F)F.N[C@H]1[C@H]2SCC(=C(N2C1=O)C(=O)O)/C=C\1/C(N(CC1)CC1=CC=[N+](C=C1)CC(NC1=CC=C(C=C1)O)=O)=O ((E)-(6R,7R)-7-amino-3-[1-[1-[(4-hydroxy-phenylcarbamoyl)-methyl]-pyridin- 1-ium-4-ylmethyl]-2-oxo-pyrrolidin-3 -ylidenemethyl]-8-oxo-5-thia-1-aza-bicyclo [4.2.0]oct-2-ene-2-carboxylate trifluoroacetate). The solvent is CN(C(C)=O)C (N,N-dimethylacetamide). Yields the product OC1=CC=C(C=C1)NC(=O)C[N+]1=CC=C(C=C1)CN1C(\C(\CC1)=C\C1=C(N2C([C@H]([C@H]2SC1)NC(CSC1=CC=NC=C1)=O)=O)C(=O)[O-])=O ((E)-(6R,7R)-3-[1-[1-[(4-Hydroxy-phenylcarbamoyl)-methyl]-pyridin-1-ium-4-ylmethyl]-2-oxo-pyrrolidin-3-ylidenemethyl]-8-oxo-7-[2-(pyridin-4-ylsulfanyl)-acetylamino]-5-thia-1-aza-bicyclo[4.2.0]oct-2-ene-2-carboxylate). RXN SMILES: C(N1C=CN=C1)(N1C=CN=C1)=O.[N:13]1[CH:18]=[CH:17][C:16]([S:19][CH2:20][C:21]([OH:23])=O)=[CH:15][CH:14]=1.FC(F)(F)C([O-])=O.[NH2:31][C@@H:32]1[C:39](=[O:40])[N:38]2[C@@H:33]1[S:34][CH2:35][C:36](/[CH:44]=[C:45]1/[C:46](=[O:68])[N:47]([CH2:50][C:51]3[CH:56]=[CH:55][N+:54]([CH2:57][C:58](=[O:67])[NH:59][C:60]4[CH:65]=[CH:64][C:63]([OH:66])=[CH:62][CH:61]=4)=[CH:53][CH:52]=3)[CH2:48][CH2:49]/1)=[C:37]2[C:41]([OH:43])=[O:42]>CN(C)C(=O)C>[OH:66][C:63]1[CH:62]=[CH:61][C:60]([NH:59][C:58]([CH2:57][N+:54]2[CH:55]=[CH:56][C:51]([CH2:50][N:47]3[CH2:48][CH2:49]/[C:45](=[CH:44]\[C:36]4[CH2:35][S:34][C@H:33]5[N:38]([C:39](=[O:40])[C@H:32]5[NH:31][C:21](=[O:23])[CH2:20][S:19][C:16]5[CH:15]=[CH:14][N:13]=[CH:18][CH:17]=5)[C:37]=4[C:41]([O-:43])=[O:42])/[C:46]3=[O:68])=[CH:52][CH:53]=2)=[O:67])=[CH:65][CH:64]=1 |f:2.3|. Procedure details: With 70.0 mg (0.43 mmol) 1,1′-carbonyldiimidazole, 72.8 mg (0.43 mmol) (pyridin-4-ylsulfanyl)-acetic acid and 232.8 mg (0.36 mmol) (E)-(6R,7R)-7-amino-3-[1-[1-[(4-hydroxy-phenylcarbamoyl)-methyl]-pyridin- 1-ium-4-ylmethyl]-2-oxo-pyrrolidin-3 -ylidenemethyl]-8-oxo-5-thia-1-aza-bicyclo [4.2.0]oct-2-ene-2-carboxylate trifluoroacetate in 4 ml ml N,N-dimethylacetamide. The brown solid was purified by column chromatography on MCI gel (75-150μ, Mitsubishi Kasei Corporation) with a gradient of water: ac... Reactants: C(C1=CC=CC=C1)OCCCC(=O)O (4-benzyloxybutyric acid), S(=O)(Cl)Cl (thionyl chloride), CC(C)O (propan-2-ol). Conditions: time 30 minute. The product is OCCCC(=O)OC(C)C (Isopropyl 4-hydroxybutanoate). As a reaction SMILES: C([O:8][CH2:9][CH2:10][CH2:11][C:12](O)=[O:13])C1C=CC=CC=1.S(Cl)(Cl)=O.[CH3:19][CH:20]([OH:22])[CH3:21]>>[OH:13][CH2:12][CH2:11][CH2:10][C:9]([O:22][CH:20]([CH3:21])[CH3:19])=[O:8]. Reported procedure: To a solution of 4-benzyloxybutyric acid (20.59 mmol) in propan-2-ol (30 mL) under nitrogen at 0° C. was added dropwise thionyl chloride (22.65 mmol). The reaction mixture was allowed to reach room temperature over 30 minutes and stirred at room temperature during 20 hours. The mixture was concentrated under reduced pressure and co-evaporated with CH2Cl2. The crude was dried under vacuum pump to give the expected compound as yellow oil in quantitative yield. 1H NMR (CDCl3, 400 MHz) δ (ppm) 1.22 ... Reactants: CCOP(=O)(O)c1ccc(Cn2c(=O)c(=O)[nH]c3cc([N+](=O)[O-])ccc32)cc1, Cl, O. Product: O=c1[nH]c2cc([N+](=O)[O-])ccc2n(Cc2ccc(P(=O)(O)O)cc2)c1=O. Reaction SMILES: [CH2:1]([CH3:2])[O:3][P:4]([OH:5])(=[O:6])[c:7]1[cH:8][cH:9][c:10]([CH2:13][n:14]2[c:15](=[O:28])[c:16](=[O:27])[nH:17][c:18]3[cH:19][c:20]([N+:24](=[O:25])[O-:26])[cH:21][cH:22][c:23]23)[cH:11][cH:12]1.[ClH:30].[OH2:29]>>[O:3]=[P:4]([OH:5])([OH:6])[c:7]1[cH:8][cH:9][c:10]([CH2:13][n:14]2[c:15](=[O:28])[c:16](=[O:27])[nH:17][c:18]3[cH:19][c:20]([N+:24](=[O:25])[O-:26])[cH:21][cH:22][c:23]23)[cH:11][cH:12]1.